This data is from the Open Reaction Database (ORD), a public repository of structured organic reaction records. The task is: describe an organic reaction: reactants, conditions, products, and yield The reactants are O=C(O)C=Cc1cc(F)ccc1Br, CN(C)C=O, CNOC, CN(C)c1ccncc1, CCN(C(C)C)C(C)C, O=C(Cl)C(=O)Cl, ClCCl, Cl. Yields the product CON(C)C(=O)C=Cc1cc(F)ccc1Br. RXN SMILES: [Br:7][c:8]1[c:9]([CH:15]=[CH:16][C:17](=[O:18])[OH:19])[cH:10][c:11]([F:14])[cH:12][cH:13]1.[CH3:20][N:21]([CH3:22])[CH:23]=[O:24].[CH3:26][NH:27][O:28][CH3:29].[CH3:42][N:43]([CH3:44])[c:45]1[cH:46][cH:47][n:48][cH:49][cH:50]1.[CH:30]([N:31]([CH2:32][CH3:33])[CH:34]([CH3:35])[CH3:36])([CH3:37])[CH3:38].[Cl:1][C:2]([C:3]([Cl:4])=[O:5])=[O:6].[Cl:39][CH2:40][Cl:41].[ClH:25]>>[Br:7][c:8]1[c:9]([CH:15]=[CH:16][C:17](=[O:19])[N:27]([CH3:26])[O:28][CH3:29])[cH:10][c:11]([F:14])[cH:12][cH:13]1. Starting materials: CC(C)=O, Cl, CC(C)(C)OC(=O)CN1CCC(n2nc(-c3ccc(Oc4ccccc4)cc3)c3c(N)ncnc32)CC1. The product is Nc1ncnc2c1c(-c1ccc(Oc3ccccc3)cc1)nn2C1CCN(CC(=O)O)CC1. RXN SMILES: [CH3:39][C:40](=[O:41])[CH3:42].[ClH:1].[NH2:2][c:3]1[c:4]2[c:5]([n:6][cH:7][n:8]1)[n:9]([CH:25]1[CH2:26][CH2:27][N:28]([CH2:31][C:32](=[O:33])[O:34][C:35]([CH3:36])([CH3:37])[CH3:38])[CH2:29][CH2:30]1)[n:10][c:11]2-[c:12]1[cH:13][cH:14][c:15]([O:18][c:19]2[cH:20][cH:21][cH:22][cH:23][cH:24]2)[cH:16][cH:17]1>>[NH2:2][c:3]1[c:4]2[c:5]([n:6][cH:7][n:8]1)[n:9]([CH:25]1[CH2:26][CH2:27][N:28]([CH2:31][C:32](=[O:33])[OH:34])[CH2:29][CH2:30]1)[n:10][c:11]2-[c:12]1[cH:13][cH:14][c:15]([O:18][c:19]2[cH:20][cH:21][cH:22][cH:23][cH:24]2)[cH:16][cH:17]1.